From a dataset of the Open Reaction Database (ORD), a public repository of structured organic reaction records. describe an organic reaction: reactants, conditions, products, and yield The reactants are OC1=NN(C(=C1)C(=O)OC)C (methyl 3-hydroxy-1-methyl-5-pyrazolecarboxylate), O (water), FC(COS(=O)(=O)C1=CC=C(C=C1)C)(F)F (2,2,2-trifluoroethyl-4-methylbenzenesulphonate), C([O-])([O-])=O.[K+].[K+] (potassium carbonate). The solvent is CN(C=O)C (N,N-dimethylformamide). Run at temperature 100 celsius. The product is CN1N=C(C=C1C(=O)OC)OCC(F)(F)F (Methyl 1-methyl-3-(2,2,2-trifluoroethoxy)-1H-pyrazole-5-carboxylate). As a reaction SMILES: [OH:1][C:2]1[CH:6]=[C:5]([C:7]([O:9][CH3:10])=[O:8])[N:4]([CH3:11])[N:3]=1.[F:12][C:13]([F:27])([F:26])[CH2:14]OS(C1C=CC(C)=CC=1)(=O)=O.C(=O)([O-])[O-].[K+].[K+].O>CN(C)C=O>[CH3:11][N:4]1[C:5]([C:7]([O:9][CH3:10])=[O:8])=[CH:6][C:2]([O:1][CH2:14][C:13]([F:27])([F:26])[F:12])=[N:3]1 |f:2.3.4|. Procedure: A solution of 200 mg (1.28 mmol) of methyl 3-hydroxy-1-methyl-5-pyrazolecarboxylate (for preparation see above) in 10 ml of N,N-dimethylformamide is admixed with 254 mg (2.56 mmol) of 2,2,2-trifluoroethyl-4-methylbenzenesulphonate and 138 mg (2.56 mmol) of potassium carbonate and the reaction mixture is heated at 100° C. for five hours and afterstirred at room temperature for two days. The reaction mixture is added to water and extracted several times with ethyl acetate. The organic phase is dri... Starting materials: Cl.C1(CC1)COC1=C(C=C(C=C1)F)C=1C2=C(N=CN1)C(=C(N2)C)C(=O)N[C@H]2CNCC2 (4-[2-(cyclopropylmethoxy)-5-fluorophenyl]-6-methyl-N-[(3R)-pyrrolidin-3-yl]-5H-pyrrolo[3,2-d]pyrimidine-7-carboxamide hydrochloride), C(CC)(=O)Cl (propionyl chloride). Yields the product C1(CC1)COC1=C(C=C(C=C1)F)C=1C2=C(N=CN1)C(=C(N2)C)C(=O)N[C@H]2CN(CC2)C(CC)=O (4-[2-(Cyclopropylmethoxy)-5-fluorophenyl]-6-methyl-N-[(3R)-1-propanoylpyrrolidin-3-yl]-5H-pyrrolo[3,2-d]pyrimidine-7-carboxamide). RXN SMILES: Cl.[CH:2]1([CH2:5][O:6][C:7]2[CH:12]=[CH:11][C:10]([F:13])=[CH:9][C:8]=2[C:14]2[C:15]3[NH:22][C:21]([CH3:23])=[C:20]([C:24]([NH:26][C@@H:27]4[CH2:31][CH2:30][NH:29][CH2:28]4)=[O:25])[C:16]=3[N:17]=[CH:18][N:19]=2)[CH2:4][CH2:3]1.[C:32](Cl)(=[O:35])[CH2:33][CH3:34]>>[CH:2]1([CH2:5][O:6][C:7]2[CH:12]=[CH:11][C:10]([F:13])=[CH:9][C:8]=2[C:14]2[C:15]3[NH:22][C:21]([CH3:23])=[C:20]([C:24]([NH:26][C@@H:27]4[CH2:31][CH2:30][N:29]([C:32](=[O:35])[CH2:33][CH3:34])[CH2:28]4)=[O:25])[C:16]=3[N:17]=[CH:18][N:19]=2)[CH2:4][CH2:3]1 |f:0.1|. Procedure: Starting from 4-[2-(cyclopropylmethoxy)-5-fluorophenyl]-6-methyl-N-[(3R)-pyrrolidin-3-yl]-5H-pyrrolo[3,2-d]pyrimidine-7-carboxamide hydrochloride (example D.f15) and commercially propionyl chloride the title compound is obtained as colorless solid. Reactants: BrCCCCBr, CCOC(=O)CC(C)=O, C[O-], [Na+], CN(C)C=O. Yields the product CCOC(=O)C1(C(C)=O)CCCC1. As a reaction SMILES: [Br:13][CH2:14][CH2:15][CH2:16][CH2:17][Br:18].[C:4]([CH2:5][C:6](=[O:7])[CH3:8])(=[O:9])[O:10][CH2:11][CH3:12].[CH3:1][O-:2].[Na+:3].[O:19]=[CH:20][N:21]([CH3:22])[CH3:23]>>[C:4]([C:5]1([C:6](=[O:7])[CH3:8])[CH2:14][CH2:15][CH2:16][CH2:17]1)(=[O:9])[O:10][CH2:11][CH3:12]. The reactants are CC(=O)O, CO, O=C1CCCC1, Nc1ccc(C#Cc2ccccc2)cn1. Yields the product C(#Cc1ccc(NC2CCCC2)nc1)c1ccccc1. RXN SMILES: [C:24]([OH:25])(=[O:26])[CH3:27].[CH3:22][OH:23].[O:16]=[C:17]1[CH2:18][CH2:19][CH2:20][CH2:21]1.[c:1]1([C:7]#[C:8][c:9]2[cH:10][cH:11][c:12]([NH2:15])[n:13][cH:14]2)[cH:2][cH:3][cH:4][cH:5][cH:6]1>>[c:1]1([C:7]#[C:8][c:9]2[cH:10][cH:11][c:12]([NH:15][CH:17]3[CH2:18][CH2:19][CH2:20][CH2:21]3)[n:13][cH:14]2)[cH:2][cH:3][cH:4][cH:5][cH:6]1.